From a dataset of the Open Reaction Database (ORD), a public repository of structured organic reaction records. describe an organic reaction: reactants, conditions, products, and yield Reactants: BrCc1ccc2ccccc2c1, CN(C)C=O, [H-], [Na+], CC(C)(C)OC(=O)N1CCC(c2ccn(CCOc3ccccc3)c(=O)c2)C(O)C1. Yields the product CC(C)(C)OC(=O)N1CCC(c2ccn(CCOc3ccccc3)c(=O)c2)C(OCc2ccc3ccccc3c2)C1. Reaction SMILES: [Br:31][CH2:32][c:33]1[cH:34][c:35]2[cH:36][cH:37][cH:38][cH:39][c:40]2[cH:41][cH:42]1.[CH3:45][N:46]([CH3:47])[CH:48]=[O:49].[H-:43].[Na+:44].[OH:1][CH:2]1[CH2:3][N:4]([C:24](=[O:25])[O:26][C:27]([CH3:28])([CH3:29])[CH3:30])[CH2:5][CH2:6][CH:7]1[c:8]1[cH:9][c:10](=[O:23])[n:11]([CH2:14][CH2:15][O:16][c:17]2[cH:18][cH:19][cH:20][cH:21][cH:22]2)[cH:12][cH:13]1>>[O:1]([CH:2]1[CH2:3][N:4]([C:24](=[O:25])[O:26][C:27]([CH3:28])([CH3:29])[CH3:30])[CH2:5][CH2:6][CH:7]1[c:8]1[cH:9][c:10](=[O:23])[n:11]([CH2:14][CH2:15][O:16][c:17]2[cH:18][cH:19][cH:20][cH:21][cH:22]2)[cH:12][cH:13]1)[CH2:32][c:33]1[cH:34][c:35]2[cH:36][cH:37][cH:38][cH:39][c:40]2[cH:41][cH:42]1. Reactants: COC=1N=[N+](C2=C(N1)C=CC(=C2)Cl)[O-] (3-methoxy-7-chloro-benzo-1,2,4-triazine 1-oxide), [H][H] (hydrogen), [H][H] (hydrogen). Reagents/catalysts: [Ni] (Raney nickel). The solvent is C(C)O (ethanol). Product: COC=1N=NC2=C(N1)C=CC(=C2)Cl (3-methoxy-7-chlorobenzo-1,2,4-triazine). Reaction SMILES: [CH3:1][O:2][C:3]1[N:4]=[N+:5]([O-])[C:6]2[CH:12]=[C:11]([Cl:13])[CH:10]=[CH:9][C:7]=2[N:8]=1.[H][H]>[Ni].C(O)C>[CH3:1][O:2][C:3]1[N:4]=[N:5][C:6]2[CH:12]=[C:11]([Cl:13])[CH:10]=[CH:9][C:7]=2[N:8]=1. Reported procedure: 21.2 g (0.1 mole) of 3-methoxy-7-chloro-benzo-1,2,4-triazine 1-oxide and 5 g of Raney nickel in 150 ml of ethanol were initially introduced into a stirred VA autoclave. A pressure of 15 atmospheres of hydrogen was applied at 30° C. The mixture was stirred at 30° to 50° C for 5 hours and during this time further hydrogen was fed in under pressure until the pressure remained constant. The autoclave was let down, the catalyst was filtered off and the filtrate was evaporated in vacuo. The residue wa...